From a dataset of the Open Reaction Database (ORD), a public repository of structured organic reaction records. describe an organic reaction: reactants, conditions, products, and yield Starting materials: Cl.FC(C1=C(C(C2=CC=CC=C2)OC2CNC2)C=CC=C1)(F)F (3-[2-(trifluoromethyl)benzhydryloxy]azetidine hydrochloride), [N-]=C=O (isocyanate), compound ( 10 ). The product is FC(C1=C(C(C2=CC=CC=C2)OC2CN(C2)C(=O)NC2CCCCC2)C=CC=C1)(F)F (3-[2-(trifluoromethyl)benzhydryloxy]-N-(cyclohexyl)azetidine-1-carboxamide). As a reaction SMILES: Cl.[F:2][C:3]([F:23])([F:22])[C:4]1[CH:21]=[CH:20][CH:19]=[CH:18][C:5]=1[CH:6]([O:13][CH:14]1[CH2:17][NH:16][CH2:15]1)[C:7]1[CH:12]=[CH:11][CH:10]=[CH:9][CH:8]=1.[N-:24]=[C:25]=[O:26]>>[F:23][C:3]([F:2])([F:22])[C:4]1[CH:21]=[CH:20][CH:19]=[CH:18][C:5]=1[CH:6]([O:13][CH:14]1[CH2:17][N:16]([C:25]([NH:24][CH:4]2[CH2:21][CH2:20][CH2:19][CH2:18][CH2:5]2)=[O:26])[CH2:15]1)[C:7]1[CH:8]=[CH:9][CH:10]=[CH:11][CH:12]=1 |f:0.1|. Procedure details: This material was prepared 3-[2-(trifluoromethyl)benzhydryloxy]azetidine hydrochloride (133) and the corresponding isocyanate using the procedure described for compound (10).